This data is from the Open Reaction Database (ORD), a public repository of structured organic reaction records. The task is: describe an organic reaction: reactants, conditions, products, and yield Reactants: C(C1=CC=CC=C1)=O (Benzaldehyde), [Si](C1=CC=CC=C1)(C1=CC=CC=C1)(C(C)(C)C)OCC1=CC=C(C(=C1N1C[C@H](O[C@H](C1)C)C)F)F ((2R,6S)-4-[6-({[tert-Butyl(diphenyl)silyl]oxy}methyl)-2,3-difluorophenyl]-2,6-dimethylmorpholine), [Si](C1=CC=CC=C1)(C1=CC=CC=C1)(C(C)(C)C)OCC1=CC=C(C(=C1N1C[C@H](O[C@H](C1)C)C)F)F ((2R,6S)-4-[6-({[tert-Butyl(diphenyl)silyl]oxy}methyl)-2,3-difluorophenyl]-2,6-dimethylmorpholine), C(C)(CC)[Li] (s-butyllithium). Solvent: C1CCOC1 (THF), C1CCOC1 (THF). Conditions: temperature -78 celsius, time 2 hour. The product is [Si](C1=CC=CC=C1)(C1=CC=CC=C1)(C(C)(C)C)OCC=1C(=C(C(=C(C1)C(O)C1=CC=CC=C1)F)F)N1C[C@H](O[C@H](C1)C)C ({5-({[tert-butyl(diphenyl)silyl]oxy}methyl)-4-[(2R,6S)-2,6-dimethylmorpholin-4-yl]-2,3-difluorophenyl}(phenyl)methanol). As a reaction SMILES: [Si:1]([O:18][CH2:19][C:20]1[C:25]([N:26]2[CH2:31][C@H:30]([CH3:32])[O:29][C@H:28]([CH3:33])[CH2:27]2)=[C:24]([F:34])[C:23]([F:35])=[CH:22][CH:21]=1)([C:14]([CH3:17])([CH3:16])[CH3:15])([C:8]1[CH:13]=[CH:12][CH:11]=[CH:10][CH:9]=1)[C:2]1[CH:7]=[CH:6][CH:5]=[CH:4][CH:3]=1.C([Li])(CC)C.[CH:41](=[O:48])[C:42]1[CH:47]=[CH:46][CH:45]=[CH:44][CH:43]=1>C1COCC1>[Si:1]([O:18][CH2:19][C:20]1[C:25]([N:26]2[CH2:31][C@H:30]([CH3:32])[O:29][C@H:28]([CH3:33])[CH2:27]2)=[C:24]([F:34])[C:23]([F:35])=[C:22]([CH:41]([C:42]2[CH:47]=[CH:46][CH:45]=[CH:44][CH:43]=2)[OH:48])[CH:21]=1)([C:14]([CH3:16])([CH3:17])[CH3:15])([C:2]1[CH:7]=[CH:6][CH:5]=[CH:4][CH:3]=1)[C:8]1[CH:13]=[CH:12][CH:11]=[CH:10][CH:9]=1. Reported procedure: To a stirred solution of (2R,6S)-4-[6-({[tert-butyl(diphenyl)silyl]oxy}methyl)-2,3-difluorophenyl]-2,6-dimethylmorpholine (Intermediate 3, 1 g, 2.0 mmol) in anhydrous THF (10 mL), s-butyllithium (4.5 ml, 1.4M in cyclohexane, 6.3 mmol) was added and stirred for 2 h at −78° C. Benzaldehyde (685 mg, 0.0064 mmol) in THF (5 mL) was added dropwise and the solution was stirred for additional 1 h. The reaction mixture was quenched with saturated ammonium chloride solution and extracted with ethyl acetat...